This data is from the Open Reaction Database (ORD), a public repository of structured organic reaction records. The task is: describe an organic reaction: reactants, conditions, products, and yield Starting materials: [BH4-].[Na+] (sodium borohydride), [Cl-].[Li+] (lithium chloride), C(#N)C1N(C1)CC=1C=CC(=NC1OC)C(=O)OC (methyl 5-[(2-cyano-1-aziridinyl)-methyl]-6-methoxypyridine-2-carboxylate), [BH4-].[Na+] (sodium borohydride), [Cl-].[Li+] (lithium chloride). Run in O1CCCC1 (tetrahydrofuran). Run at time 12 hour. Yields the product OCC1=CC=C(C(=N1)OC)CN1C(C1)C#N (1-[(6-Hydroxymethyl-2-methoxy-3-pyridinyl)-methyl]-2-aziridine-carbonitrile). As a reaction SMILES: [C:1]([CH:3]1[CH2:5][N:4]1[CH2:6][C:7]1[CH:8]=[CH:9][C:10]([C:15](OC)=[O:16])=[N:11][C:12]=1[O:13][CH3:14])#[N:2].[BH4-].[Na+].[Cl-].[Li+]>O1CCCC1>[OH:16][CH2:15][C:10]1[N:11]=[C:12]([O:13][CH3:14])[C:7]([CH2:6][N:4]2[CH2:5][CH:3]2[C:1]#[N:2])=[CH:8][CH:9]=1 |f:1.2,3.4|. Procedure: 247 mg. (1 mmol) methyl 5-[(2-cyano-1-aziridinyl)-methyl]-6-methoxypyridine-2-carboxylate (see Example 1) are dissolved in 10 ml. of anhydrous tetrahydrofuran and the solution is mixed with 74 mg. (2 mmol) sodium borohydride and 84 mg. (2 mmol) lithium chloride. After stirring for 12 hours at ambient temperature, the same amounts of sodium borohydride and lithium chloride are again added and, after a further 12 hours, the reaction mixture is mixed with 5 ml. water, evaporated and the residue tak... Reactants: O=C([O-])[O-], O=C(CC(c1ccc(O)cc1)c1ccon1)N1C(=O)OCC1Cc1ccccc1, CCOC(C)=O, CCCCc1ccc(-c2ccc(CCl)s2)cc1, [Cs+], [Cs+], CN(C)C=O. Yields the product CCCCc1ccc(-c2ccc(COc3ccc(C(CC(=O)N4C(=O)OCC4Cc4ccccc4)c4ccon4)cc3)s2)cc1. Reaction SMILES: [C:47](=[O:48])([O-:49])[O-:50].[CH2:18]([c:19]1[cH:20][cH:21][cH:22][cH:23][cH:24]1)[CH:25]1[N:26]([C:31]([CH2:32][CH:33]([c:34]2[n:35][o:36][cH:37][cH:38]2)[c:39]2[cH:40][cH:41][c:42]([OH:45])[cH:43][cH:44]2)=[O:46])[C:27](=[O:30])[O:28][CH2:29]1.[CH3:58][CH2:59][O:60][C:61]([CH3:62])=[O:63].[Cl:1][CH2:2][c:3]1[s:4][c:5](-[c:8]2[cH:9][cH:10][c:11]([CH2:14][CH2:15][CH2:16][CH3:17])[cH:12][cH:13]2)[cH:6][cH:7]1.[Cs+:51].[Cs+:52].[O:53]=[CH:54][N:55]([CH3:56])[CH3:57]>>[CH2:2]([c:3]1[s:4][c:5](-[c:8]2[cH:9][cH:10][c:11]([CH2:14][CH2:15][CH2:16][CH3:17])[cH:12][cH:13]2)[cH:6][cH:7]1)[O:45][c:42]1[cH:41][cH:40][c:39]([CH:33]([CH2:32][C:31]([N:26]2[CH:25]([CH2:18][c:19]3[cH:20][cH:21][cH:22][cH:23][cH:24]3)[CH2:29][O:28][C:27]2=[O:30])=[O:46])[c:34]2[n:35][o:36][cH:37][cH:38]2)[cH:44][cH:43]1. Product: COC1=C(C(=CC2=CC=CC=C12)OC)C(=O)Cl (1,3-Dimethoxy-2-naphthoyl chloride). Starting materials: COC1=C(C(=CC2=CC=CC=C12)OC)C(=O)O (1,3-dimethoxy-2-naphthoic acid), C(C(=O)Cl)(=O)Cl (oxalyl chloride). RXN SMILES: [CH3:1][O:2][C:3]1[C:12]2[C:7](=[CH:8][CH:9]=[CH:10][CH:11]=2)[CH:6]=[C:5]([O:13][CH3:14])[C:4]=1[C:15]([OH:17])=O.C(Cl)(=O)C([Cl:21])=O>>[CH3:1][O:2][C:3]1[C:12]2[C:7](=[CH:8][CH:9]=[CH:10][CH:11]=2)[CH:6]=[C:5]([O:13][CH3:14])[C:4]=1[C:15]([Cl:21])=[O:17]. Procedure: The product is prepared from 9.28 g. (40 mmoles) of 1,3-dimethoxy-2-naphthoic acid and 10.15 g. (80 mmoles) of oxalyl chloride by the process of Step 3 of Example 1.